From a dataset of the Open Reaction Database (ORD), a public repository of structured organic reaction records. describe an organic reaction: reactants, conditions, products, and yield Reaction SMILES: [C:26]([n:27]1[cH:28][cH:29][n:30][cH:31]1)([n:32]1[cH:33][cH:34][n:35][cH:36]1)=[O:37].[C:43](=[O:44])([OH:45])[O-:46].[CH3:17][SiH:18]([CH3:19])[N:20]([CH3:21])[Si:22]([CH3:23])([CH3:24])[CH3:25].[CH3:39][NH:40][O:41][CH3:42].[CH3:59][C:60]#[N:61].[Cl-:15].[Cl:56][CH2:57][Cl:58].[ClH:38].[NH4+:16].[Na+:47].[Na+:48].[Na+:49].[O-:50][S:51](=[O:52])(=[O:53])[O-:54].[OH2:55].[OH:1][CH2:2][CH:3]1[CH2:4][CH:5]([CH2:11][C:12](=[O:13])[OH:14])[O:6][C:7]([CH3:9])([CH3:10])[O:8]1>>[OH:1][CH2:2][CH:3]1[CH2:4][CH:5]([CH2:11][C:12](=[O:14])[N:40]([CH3:39])[O:41][CH3:42])[O:6][C:7]([CH3:9])([CH3:10])[O:8]1. Reactants: O=C(n1ccnc1)n1ccnc1, O=C([O-])O, CN([SiH](C)C)[Si](C)(C)C, CNOC, CC#N, [Cl-], ClCCl, Cl, [NH4+], [Na+], [Na+], [Na+], O=S(=O)([O-])[O-], O, CC1(C)OC(CO)CC(CC(=O)O)O1. Yields the product CON(C)C(=O)CC1CC(CO)OC(C)(C)O1. The reactants are [I-].[Na+] (sodium iodide), ClCCCCC#N (5-chlorovaleronitrile), [H-].[Na+] (sodium hydride), C(C1=CC=CC=C1)ONC(=O)OC(C)(C)C (O-benzyl-N-tert-butoxycarbonyl hydroxylamine). The solvent is CN(C)C=O (DMF). Conditions: time 15 minute. Yields the product C(C)(C)(C)OC(=O)N(OCC1=CC=CC=C1)CCCCC#N (N-(tert-Butoxycarbonyl)-N-(4-cyanobutyl)-O-benzylhydroxylamine). RXN SMILES: [I-].[Na+].[H-].[Na+].[CH2:5]([O:12][NH:13][C:14]([O:16][C:17]([CH3:20])([CH3:19])[CH3:18])=[O:15])[C:6]1[CH:11]=[CH:10][CH:9]=[CH:8][CH:7]=1.Cl[CH2:22][CH2:23][CH2:24][CH2:25][C:26]#[N:27]>CN(C=O)C>[C:17]([O:16][C:14]([N:13]([CH2:22][CH2:23][CH2:24][CH2:25][C:26]#[N:27])[O:12][CH2:5][C:6]1[CH:11]=[CH:10][CH:9]=[CH:8][CH:7]=1)=[O:15])([CH3:20])([CH3:19])[CH3:18] |f:0.1,2.3|. Procedure: N-(tert-Butoxycarbonyl)-N-(4-cyanobutyl)-O-benzylhydroxylamine (4) was synthesized by adding sodium iodide (84 mg, 0.56 mmol) and then sodium hydride (80% oil dispersion, 0.49 g, 16.3 mmol) to O-benzyl-N-tert-butoxycarbonyl hydroxylamine (2.68 g, 12.0 mmol) in dry DMF (40 ml). After stirring for 15 minutes, 5-chlorovaleronitrile (1.5 mL, 13.3 mmol) was added and the suspension heated at 80°-85° C. for 4 hours under argon. After cooling, the reaction was quenched with H2O (100 mi), then extracted... Reactants: [Se](=O)=O (selenium dioxide), O (water), C(C1=CC=CC=C1)OC1=NC=CN=C1C (2-Benzyloxy-3-methylpyrazine). Solvent: O1CCOCC1 (1,4-dioxane). The product is C(C1=CC=CC=C1)OC1=NC=CN=C1C=O (2-benzyloxypyrazine-3-aldehyde). The yield is 71.7%. Reaction SMILES: [CH2:1]([O:8][C:9]1[C:14]([CH3:15])=[N:13][CH:12]=[CH:11][N:10]=1)[C:2]1[CH:7]=[CH:6][CH:5]=[CH:4][CH:3]=1.[Se](=O)=[O:17].O>O1CCOCC1>[CH2:1]([O:8][C:9]1[C:14]([CH:15]=[O:17])=[N:13][CH:12]=[CH:11][N:10]=1)[C:2]1[CH:7]=[CH:6][CH:5]=[CH:4][CH:3]=1. Procedure: 2-Benzyloxy-3-methylpyrazine (600 mg) was dissolved in 1,4-dioxane (12 mL), selenium dioxide (1 g) and water added (one drop) and the mixture heated at reflux for seventeen hours. The reaction mixture was allowed to cool to ambient temperature, filtered and the solvents removed. The residue was dissolved in water (30 mL), neutralised with aqueous sodium hydrogen carbonate solution (10%) and extracted with dichloromethane (3×40 mL), the organic phase was dried (MgSO4). After removal of the solven...